Dataset: the Open Reaction Database (ORD), a public repository of structured organic reaction records. Task: describe an organic reaction: reactants, conditions, products, and yield Reported procedure: N-(3-((6-amino-5-(1-(3,5-difluorobenzyl)-1H-pyrazol-4-yl)pyrimidin-4-yl)oxy)phenyl)acrylamide was prepared from 5,6-dichloropyrimidin-4-amine, 3-aminophenol, 1-(3,5-difluorobenzyl)-4-(4,4,5,5-tetramethyl-1,3,2-dioxaborolan-2-yl)-1H-pyrazole, and acryloyl chloride using methods A, C, and F. HPLC: 100%. MS: m/z=449 [M+H]+. 1H-NMR (DMSO-d6) δ 10.23 (s, 1H), 8.19 (s, 1H), 8.09 (s, 1H), 7.77 (s, 1H), 7.54 (s, 1H), 7.41 (d, 1H), 7.32 (t, 1H), 7.16 (t, 1H), 7.14-6.78 (m, 5H), 6.42 (dd, 1H), 6.25 (d, 1H... Yields the product NC1=C(C(=NC=N1)OC=1C=C(C=CC1)NC(C=C)=O)C=1C=NN(C1)CC1=CC(=CC(=C1)F)F (N-(3-((6-amino-5-(1-(3,5-difluorobenzyl)-1H-pyrazol-4-yl)pyrimidin-4-yl)oxy)phenyl)acrylamide). As a reaction SMILES: Cl[C:2]1[C:3]([NH2:9])=[N:4][CH:5]=[N:6][C:7]=1Cl.[NH2:10][C:11]1[CH:12]=[C:13]([OH:17])[CH:14]=[CH:15][CH:16]=1.[F:18][C:19]1[CH:20]=[C:21]([CH:37]=[C:38]([F:40])[CH:39]=1)[CH2:22][N:23]1[CH:27]=[C:26](B2OC(C)(C)C(C)(C)O2)[CH:25]=[N:24]1.[C:41](Cl)(=[O:44])[CH:42]=[CH2:43]>>[NH2:9][C:3]1[N:4]=[CH:5][N:6]=[C:7]([O:17][C:13]2[CH:12]=[C:11]([NH:10][C:41](=[O:44])[CH:42]=[CH2:43])[CH:16]=[CH:15][CH:14]=2)[C:2]=1[C:26]1[CH:25]=[N:24][N:23]([CH2:22][C:21]2[CH:20]=[C:19]([F:18])[CH:39]=[C:38]([F:40])[CH:37]=2)[CH:27]=1. Reactants: ClC=1C(=NC=NC1Cl)N (5,6-dichloropyrimidin-4-amine), NC=1C=C(C=CC1)O (3-aminophenol), FC=1C=C(CN2N=CC(=C2)B2OC(C(O2)(C)C)(C)C)C=C(C1)F (1-(3,5-difluorobenzyl)-4-(4,4,5,5-tetramethyl-1,3,2-dioxaborolan-2-yl)-1H-pyrazole), C(C=C)(=O)Cl (acryloyl chloride).